From a dataset of the Open Reaction Database (ORD), a public repository of structured organic reaction records. describe an organic reaction: reactants, conditions, products, and yield Reactants: BrC=1C=C(C=O)C=CC1 (3-bromobenzaldehyde), COC(=O)C=P(C1=CC=CC=C1)(C1=CC=CC=C1)C1=CC=CC=C1 (methoxy-carbonylmethylenetriphenylphosphine). The solvent is C1(=CC=CC=C1)C (toluene). Product: BrC=1C=C(C=CC(=O)OC)C=CC1 (methyl 3-bromocinnamate). Isolated yield 82.1%. Reaction SMILES: [Br:1][C:2]1[CH:3]=[C:4]([CH:7]=[CH:8][CH:9]=1)[CH:5]=O.[CH3:10][O:11][C:12]([CH:14]=P(C1C=CC=CC=1)(C1C=CC=CC=1)C1C=CC=CC=1)=[O:13]>C1(C)C=CC=CC=1>[Br:1][C:2]1[CH:3]=[C:4]([CH:7]=[CH:8][CH:9]=1)[CH:5]=[CH:14][C:12]([O:11][CH3:10])=[O:13]. Procedure: To a mixture of 3-bromobenzaldehyde (10 g) and methoxy-carbonylmethylenetriphenylphosphine (20 g) was added toluene (150 ml), and the mixture was refluxed under nitrogen atmosphere for 2 hours. The solvent was evaporated, and the organic layer was washed with water and saturated sodium chloride solution, and dried with anhydrous magnesium sulfate. Under reduced pressure, the solvent was evaporated, and the residue was purified with silica gel column (ethyl acetate/hexane) to give methyl 3-bromoc... Reactants: CC(C)(C)OC(=O)N1CCN(Cc2cn(CC3(CO[Si](C)(C)C(C)(C)C)CCC3)c(=O)c3ccc(Br)cc23)CC1, O=C([O-])[O-], Cc1c(F)cc(C(=O)NC2CC2)cc1B1OC(C)(C)C(C)(C)O1, [K+], [K+], CN(C)C=O. The product is Cc1c(F)cc(C(=O)NC2CC2)cc1-c1ccc2c(=O)n(CC3(CO[Si](C)(C)C(C)(C)C)CCC3)cc(CN3CCN(C(=O)OC(C)(C)C)CC3)c2c1. As a reaction SMILES: [Br:1][c:2]1[cH:3][c:4]2[c:5]([CH2:27][N:28]3[CH2:29][CH2:30][N:31]([C:34](=[O:35])[O:36][C:37]([CH3:38])([CH3:39])[CH3:40])[CH2:32][CH2:33]3)[cH:6][n:7]([CH2:13][C:14]3([CH2:18][O:19][Si:20]([CH3:21])([CH3:22])[C:23]([CH3:24])([CH3:25])[CH3:26])[CH2:15][CH2:16][CH2:17]3)[c:8](=[O:12])[c:9]2[cH:10][cH:11]1.[C:64](=[O:65])([O-:66])[O-:67].[CH:41]1([NH:44][C:45]([c:46]2[cH:47][c:48]([F:62])[c:49]([CH3:61])[c:50]([B:52]3[O:53][C:54]([CH3:55])([CH3:56])[C:57]([CH3:58])([CH3:59])[O:60]3)[cH:51]2)=[O:63])[CH2:42][CH2:43]1.[K+:68].[K+:69].[O:70]=[CH:71][N:72]([CH3:73])[CH3:74]>>[c:2]1(-[c:50]2[c:49]([CH3:61])[c:48]([F:62])[cH:47][c:46]([C:45]([NH:44][CH:41]3[CH2:42][CH2:43]3)=[O:63])[cH:51]2)[cH:3][c:4]2[c:5]([CH2:27][N:28]3[CH2:29][CH2:30][N:31]([C:34](=[O:35])[O:36][C:37]([CH3:38])([CH3:39])[CH3:40])[CH2:32][CH2:33]3)[cH:6][n:7]([CH2:13][C:14]3([CH2:18][O:19][Si:20]([CH3:21])([CH3:22])[C:23]([CH3:24])([CH3:25])[CH3:26])[CH2:15][CH2:16][CH2:17]3)[c:8](=[O:12])[c:9]2[cH:10][cH:11]1. The reactants are CC(C)([O-])C.[K+] (potassium tert-butoxide), C(#N)CP(OCC)(OCC)=O (diethyl cyanomethylphosphonate), FCC1(CC(C1)=O)C#N (1-(fluoromethyl)-3-oxocyclobutanecarbonitrile). Run in O1CCCC1 (tetrahydrofuran), O1CCCC1 (tetrahydrofuran), O1CCCC1 (tetrahydrofuran). Conditions: time 8 hour. The product is C(#N)C=C1CC(C1)(C#N)CF (3-(cyanomethylene)-1-(fluoromethyl)cyclobutanecarbonitrile). As a reaction SMILES: CC(C)([O-])C.[K+].[C:7]([CH2:9]P(=O)(OCC)OCC)#[N:8].[F:18][CH2:19][C:20]1([C:25]#[N:26])[CH2:23][C:22](=O)[CH2:21]1>O1CCCC1>[C:7]([CH:9]=[C:22]1[CH2:23][C:20]([CH2:19][F:18])([C:25]#[N:26])[CH2:21]1)#[N:8] |f:0.1|. Procedure details: To a solution of 1.0 M of potassium tert-butoxide in tetrahydrofuran (2.15 mL) at 0° C. was added dropwise a solution of diethyl cyanomethylphosphonate (0.364 mL, 0.00225 mol) in tetrahydrofuran (4 mL, 0.04 mol). The reaction was warmed to rt and then cooled to 0° C. again. To the reaction mixture was added a solution of 1-(fluoromethyl)-3-oxocyclobutanecarbonitrile (0.260 g, 0.00204 mol) in tetrahydrofuran (2 mL, 0.02 mol). The reaction was allowed to warm up to rt and stirred at rt overnight. ... Reaction SMILES: [NH:1]1[C:5]2[CH:6]=[CH:7][CH:8]=[CH:9][C:4]=2[N:3]=[C:2]1[CH2:10][N:11]([CH:28]1[C:37]2[N:36]=[CH:35][CH:34]=[CH:33][C:32]=2[CH2:31][CH2:30][CH2:29]1)[CH2:12][CH2:13][CH2:14][NH:15][C:16](C1N=CC2C(C=1)=CC=CC=2)=[O:17]>C(O)(=O)C>[NH:1]1[C:5]2[CH:6]=[CH:7][CH:8]=[CH:9][C:4]=2[N:3]=[C:2]1[CH2:10][N:11]([CH:28]1[C:37]2[N:36]=[CH:35][CH:34]=[CH:33][C:32]=2[CH2:31][CH2:30][CH2:29]1)[CH2:12][CH2:13][CH2:14][NH:15][C:16](=[O:17])[C:4]1[CH:9]=[CH:8][CH:7]=[CH:6][CH:5]=1. Procedure: To a solution of the amine (80 mg, 0.18 mmol) in acetic acid (2 mL) was added hydrobromide saturated acetic acid (2 mL). The reaction mixture was stirred for 30 minutes. Then it was triturated with diethyl ether four times to afford the title compound as a yellow solid (99 mg), which was dried in vacuo. 1H NMR (D2O) δ 1.73-1.86 (m, 2H), 1.93-2.01 (m, 1H), 2.13-2.17 (m, 1H), 2.34-2.38 (m, 1H), 2.43-2.53 (m, 1H), 2.80-2.87 (m, 1H), 2.95-2.97 (br m, 2H), 3.17-3.23 (m, 1H), 3.28-3.35 (m, 1H), 3.53 (... Run at time 30 minute. Yields the product N1C(=NC2=C1C=CC=C2)CN(CCCNC(C2=CC=CC=C2)=O)C2CCCC=1C=CC=NC21 (N-{3-[(1H-benzoimidazol-2-ylmethyl)-(5,6,7,8-tetrahydro-quinolin-8-yl)-amino]-propyl}-benzamide). Starting materials: amine, N1C(=NC2=C1C=CC=C2)CN(CCCNC(=O)C=2N=CC1=CC=CC=C1C2)C2CCCC=1C=CC=NC21 (Isoquinoline-3-carboxylic acid {3-[(1H-benzimidazol-2-ylmethyl)-(5,6,7,8-tetrahydro-quinolin-8-yl)-amino]-propyl}-amide). The solvent is C(C)(=O)O (acetic acid). Reactants: C18H21ClN4O, ClC1=C2C3=C(NC2=C(C(=C1)C(=O)O)C)N=CC(=C3)C (5-chloro-3,8-dimethyl-9H-pyrido[2,3-b]indole-7-carboxylic acid), CN(CCN)C (N,N-dimethylethane-1,2-diamine), Compound 88. Yields the product ClC1=C2C3=C(NC2=C(C(=C1)C(=O)NCCN(C)C)C)N=CC(=C3)C (5-chloro-N-(2-(dimethylamino)ethyl)-3,8-dimethyl-9H-pyrido[2,3-b]indole-7-carboxamide). As a reaction SMILES: [Cl:1][C:2]1[CH:10]=[C:9]([C:11]([OH:13])=O)[C:8]([CH3:14])=[C:7]2[C:3]=1[C:4]1[CH:18]=[C:17]([CH3:19])[CH:16]=[N:15][C:5]=1[NH:6]2.[CH3:20][N:21]([CH3:25])[CH2:22][CH2:23][NH2:24]>>[Cl:1][C:2]1[CH:10]=[C:9]([C:11]([NH:24][CH2:23][CH2:22][N:21]([CH3:25])[CH3:20])=[O:13])[C:8]([CH3:14])=[C:7]2[C:3]=1[C:4]1[CH:18]=[C:17]([CH3:19])[CH:16]=[N:15][C:5]=1[NH:6]2. Procedure: The title compound was synthesized from 5-chloro-3,8-dimethyl-9H-pyrido[2,3-b]indole-7-carboxylic acid and N,N-dimethylethane-1,2-diamine using an analogous procedure to that described in the preparation of Compound 88. 1H NMR (400 MHz, DMSO-d6) δ ppm 2.20 (s, 6H) 2.42 (t, J=6.69 Hz, 2H) 2.49 (br. s., 3H) 2.55 (s, 3 H) 3.35 (d, J=6.57 Hz, 2H) 7.18 (s, 1H) 8.31 (t, J=5.56 Hz, 1H) 8.40 (d, J=2.02 Hz, 1H) 8.53 (s, 1H) 12.14 (s, 1H). [M+H] calc'd for C18H21ClN4O 345; found, 345.4. Reactants: B(Br)(Br)Br (Boron tribromide), ClC1=NC(=NC2=CC(=CC=C12)C)C1=C(C=CC=C1)OC (4-chloro-2-(2-methoxyphenyl)-7-methylquinazoline), C(=O)=O (CO2). Solvent: C(=O)(O)[O-].[Na+] (NaHCO3), ClCCl (dichloromethane), ClCCl (dichloromethane). Yields the product ClC1=NC(=NC2=CC(=CC=C12)C)C1=C(C=CC=C1)O (2-(4-Chloro-7-methylquinazolin-2-yl)phenol). RXN SMILES: B(Br)(Br)Br.[Cl:5][C:6]1[C:15]2[C:10](=[CH:11][C:12]([CH3:16])=[CH:13][CH:14]=2)[N:9]=[C:8]([C:17]2[CH:22]=[CH:21][CH:20]=[CH:19][C:18]=2[O:23]C)[N:7]=1.C(=O)=O>ClCCl.C([O-])(O)=O.[Na+]>[Cl:5][C:6]1[C:15]2[C:10](=[CH:11][C:12]([CH3:16])=[CH:13][CH:14]=2)[N:9]=[C:8]([C:17]2[CH:22]=[CH:21][CH:20]=[CH:19][C:18]=2[OH:23])[N:7]=1 |f:4.5|. Procedure: Boron tribromide in dichloromethane (1 M, 900 mL, 900 mmol) was added drop wise to a cooled (−30-−40° C.) solution of 4-chloro-2-(2-methoxyphenyl)-7-methylquinazoline (93.2 g, 328 mmol) in dichloromethane (2 L) under nitrogen atmosphere. The resulting mixture was left warming to room temperature in about four hours and was slowly poured in 4 L sat. aq. NaHCO3. Stirring was continued until no more CO2 was produced. The layers were separated and the organic layer was dried over sodium sulfate, fil... Reactants: FC1=CC=C(C=C1)C(=C1CCNCC1)C1=CC=C(C=C1)F (4-[bis(4-flurophenyl)methylene]piperidine), C1(=CC=CC=C1)S(=O)(=O)Cl (benzenesulfonyl chloride). The solvent is N1=CC=CC=C1 (pyridine). Product: FC1=CC=C(C=C1)C(C1CCN(CC1)S(=O)(=O)C1=CC=CC=C1)C1=CC=C(C=C1)F (4-[Bis-(4-fluorophenyl)methyl]-1-(phenylsulfonyl)piperidine). Yield: 49.3%. Reaction SMILES: [F:1][C:2]1[CH:7]=[CH:6][C:5]([C:8]([C:15]2[CH:20]=[CH:19][C:18]([F:21])=[CH:17][CH:16]=2)=[C:9]2[CH2:14][CH2:13][NH:12][CH2:11][CH2:10]2)=[CH:4][CH:3]=1.[C:22]1([S:28](Cl)(=[O:30])=[O:29])[CH:27]=[CH:26][CH:25]=[CH:24][CH:23]=1>N1C=CC=CC=1>[F:21][C:18]1[CH:17]=[CH:16][C:15]([CH:8]([C:5]2[CH:6]=[CH:7][C:2]([F:1])=[CH:3][CH:4]=2)[CH:9]2[CH2:14][CH2:13][N:12]([S:28]([C:22]3[CH:27]=[CH:26][CH:25]=[CH:24][CH:23]=3)(=[O:30])=[O:29])[CH2:11][CH2:10]2)=[CH:20][CH:19]=1. Reported procedure: A solution of 15.18 g (0.0529 mole) of 4-[bis(4-flurophenyl)methylene]piperidine and 10,89 g (0.0617 mole) of benzenesulfonyl chloride in 350 ml of pyridine was stirred at room temperature for 16 hr. The solvent was removed in vacuo, and the residue was partitioned between methylene chloride and dilute sulfuric acid. The methylene chloride solution was extracted with dilute sodium hydroxide, and the methylene chloride solution was dried over sodium sulfate. The solvent was removed in vacuo, and ... Starting materials: ClC1=C(C=NN1C)[N+](=O)[O-] (5-Chloro-1-methyl-4-nitro-1H-pyrazole), O[C@@H]1CNCC1 ((S)-(−)-3-hydroxypyrrolidine). The product is CN1N=CC(=C1N1C[C@H](CC1)O)[N+](=O)[O-] ((S)-1-(1-methyl-4-nitro-1H-pyrazol-5-yl)pyrrolidin-3-ol). Isolated yield 96.0%. RXN SMILES: Cl[C:2]1[N:6]([CH3:7])[N:5]=[CH:4][C:3]=1[N+:8]([O-:10])=[O:9].[OH:11][C@H:12]1[CH2:16][CH2:15][NH:14][CH2:13]1>>[CH3:7][N:6]1[C:2]([N:14]2[CH2:15][CH2:16][C@H:12]([OH:11])[CH2:13]2)=[C:3]([N+:8]([O-:10])=[O:9])[CH:4]=[N:5]1. Procedure details: Following Example 231, 5-Chloro-1-methyl-4-nitro-1H-pyrazole and (S)-(−)-3-hydroxypyrrolidine gave (S)-1-(1-methyl-4-nitro-1H-pyrazol-5-yl)pyrrolidin-3-ol (250 mg, 96%). 1H NMR (400 MHz, CDCl3) δ 8.05 (s, 1H), 4.64-4.59 (m, 1H), 3.78 (s, 3H), 3.71-3.59 (m, 2H), 3.39 (td, J=8.8, 3.4 Hz, 1H), 3.24 (dt, J=10.2, 1.6 Hz, 1H), 2.34-2.23 (m, 1H), 2.14-2.04 (m, 2H) The reactants are C(C1=CC=CC=C1)N1CCC(=CC1)N1CCOCC1 (1-benzyl-4-morpholino-1,2,3,6-tetrahydropyridine), solid, B1C2CCCC1CCC2 (9-BBN). The solvent is O1CCCC1 (tetrahydrofuran). Conditions: temperature 25 celsius, time 6 hour. The product is C(C1=CC=CC=C1)N1CCC=CC1 (1 -benzyl-1,2,3,6-tetrahydropyridine). Yield: 83.7%. As a reaction SMILES: [CH2:1]([N:8]1[CH2:13][CH:12]=[C:11](N2CCOCC2)[CH2:10][CH2:9]1)[C:2]1[CH:7]=[CH:6][CH:5]=[CH:4][CH:3]=1.B1C2CCCC1CCC2>O1CCCC1>[CH2:1]([N:8]1[CH2:9][CH:10]=[CH:11][CH2:12][CH2:13]1)[C:2]1[CH:7]=[CH:6][CH:5]=[CH:4][CH:3]=1. Reported procedure: A solution of 5.16 g (20 mmoles) of 1-benzyl-4-morpholino-1,2,3,6-tetrahydropyridine in 10 ml of tetrahydrofuran (THF) is added to 2.44 g (20 mmoles) of solid 9-BBN. A suspension results which becomes clear after stirring for 6 hours at 25° C. The THF is removed under reduced pressure (20 Torr) and 2 ml of methanol is added to the remaining solid. An exothermic reaction is initiated by gentle warming and results in a clear solution which is stirred. The stirring is stopped and the mixture is coo...